This data is from the Open Reaction Database (ORD), a public repository of structured organic reaction records. The task is: describe an organic reaction: reactants, conditions, products, and yield Reactants: COC(=O)c1cc(OC)nc2c(F)cccc12, CO, [Na+], [OH-]. Yields the product COc1cc(C(=O)O)c2cccc(F)c2n1. Reaction SMILES: [CH3:1][O:2][C:3](=[O:4])[c:5]1[cH:6][c:7]([O:16][CH3:17])[n:8][c:9]2[c:10]([F:15])[cH:11][cH:12][cH:13][c:14]12.[CH3:20][OH:21].[Na+:19].[OH-:18]>>[O:2]=[C:3]([OH:4])[c:5]1[cH:6][c:7]([O:16][CH3:17])[n:8][c:9]2[c:10]([F:15])[cH:11][cH:12][cH:13][c:14]12. The reactants are CC(C)(C)OC(=O)NC(CC1CCCCC1)C(CO)OCc1ccccc1, Cl. The product is NC(CC1CCCCC1)C(CO)OCc1ccccc1. As a reaction SMILES: [C:1]([O:2][C:3](=[O:4])[NH:8][CH:9]([CH:10]([CH2:11][OH:12])[O:13][CH2:14][c:15]1[cH:16][cH:17][cH:18][cH:19][cH:20]1)[CH2:21][CH:22]1[CH2:23][CH2:24][CH2:25][CH2:26][CH2:27]1)([CH3:5])([CH3:6])[CH3:7].[ClH:28]>>[NH2:8][CH:9]([CH:10]([CH2:11][OH:12])[O:13][CH2:14][c:15]1[cH:16][cH:17][cH:18][cH:19][cH:20]1)[CH2:21][CH:22]1[CH2:23][CH2:24][CH2:25][CH2:26][CH2:27]1. The reactants are ClC1=C(C=C(C(=C1)F)C1=NN(C(=C1C)C(F)(F)F)C)CO (2-chloro-5-[1,4-dimethyl-5-(trifluoromethyl)-1H-pyrazol-3-yl]-4-fluorobenzenemethanol), P(Br)(Br)Br (phosphorus tribromide), ice water. Solvent: C(C)OCC (diethyl ether). Run at time 8 hour. Product: BrCC=1C(=CC(=C(C1)C1=NN(C(=C1C)C(F)(F)F)C)F)Cl (3-[5-(bromomethyl)-4-chloro-2-fluorophenyl]-1,4-dimethyl-5-(trifluoromethyl)-1H-pyrazole). RXN SMILES: [Cl:1][C:2]1[CH:7]=[C:6]([F:8])[C:5]([C:9]2[C:13]([CH3:14])=[C:12]([C:15]([F:18])([F:17])[F:16])[N:11]([CH3:19])[N:10]=2)=[CH:4][C:3]=1[CH2:20]O.P(Br)(Br)[Br:23]>C(OCC)C>[Br:23][CH2:20][C:3]1[C:2]([Cl:1])=[CH:7][C:6]([F:8])=[C:5]([C:9]2[C:13]([CH3:14])=[C:12]([C:15]([F:18])([F:17])[F:16])[N:11]([CH3:19])[N:10]=2)[CH:4]=1. Procedure details: To a solution of 7.0 g of 2-chloro-5-[1,4-dimethyl-5-(trifluoromethyl)-1H-pyrazol-3-yl]-4-fluorobenzenemethanol in 200 mL of diethyl ether was added 30 mL of phosphorus tribromide and the mixture allowed to stir overnight. The reaction mixture was poured into ice water, the ether removed by concd in vacuo and the resultant solid collected by filtration. The solid was washed with water and air dried to give a quantitative yield of 3-[5-(bromomethyl)-4-chloro-2-fluorophenyl]-1,4-dimethyl-5-(triflu... Starting materials: C(C)(=O)O.C(=N)N (formamidine acetate), CC[O-].[Na+] (sodium ethylate), FC(C1=C(CC(C(=O)OCC)C(=O)OCC)C=CC=C1)(F)F (diethyl [o-(trifluoromethyl)benzyl]malonate). Run in C(C)O (ethyl alcohol), C(C)O (ethyl alcohol). Run at time 30 minute. The product is FC(C1=C(CC2C(N=CNC2=O)=O)C=CC=C1)(F)F (5-[o-(trifluoro-methyl)benzyl]-4,6(1H,5H)pyrimidinedione). As a reaction SMILES: C(O)(=O)C.[CH:5]([NH2:7])=[NH:6].CC[O-].[Na+].[F:12][C:13]([F:33])([F:32])[C:14]1[CH:31]=[CH:30][CH:29]=[CH:28][C:15]=1[CH2:16][CH:17]([C:23](OCC)=[O:24])[C:18](OCC)=[O:19]>C(O)C>[F:12][C:13]([F:32])([F:33])[C:14]1[CH:31]=[CH:30][CH:29]=[CH:28][C:15]=1[CH2:16][CH:17]1[C:23](=[O:24])[NH:7][CH:5]=[N:6][C:18]1=[O:19] |f:0.1,2.3|. Procedure: 0.63 g of formamidine acetate in 40 ml of absolute ethyl alcohol was treated with 1.2 g of sodium ethylate at room temperature, stirred at room temperature for 30 minutes and then treated dropwise at room temperature with a solution of 1.6 g of diethyl [o-(trifluoromethyl)benzyl]malonate in 8 ml of absolute ethyl alcohol. After stirring at 50° C. for 4 hours, the reaction mixture was worked-up and yielded 5-[o-(trifluoro-methyl)benzyl]-4,6(1H,5H)pyrimidinedione, melting point >290° C. Reactants: O=C(O)CN(C)C(N)=N (Creatine), [N+](=O)(O)[O-].O=C(O)CN(C)C(N)=N (Creatine Nitrate), [N+](=O)(O)[O-] (nitric acid). The solvent is O (water). Yields the product [N+](=O)(O)[O-].[N+](=O)(O)[O-].O=C(O)CN(C)C(N)=N (Creatine Dinitrate), [N+](=O)(O)[O-].[N+](=O)(O)[O-].[N+](=O)(O)[O-].O=C(O)CN(C)C(N)=N (Creatine Trinitrate). As a reaction SMILES: [N+:1]([O-:4])([OH:3])=[O:2].[O:5]=[C:6]([CH2:8][N:9]([C:11](=[NH:13])[NH2:12])[CH3:10])[OH:7].[N+:14]([O-:17])([OH:16])=[O:15].[O:18]=[C:19]([CH2:21][N:22]([C:24](=[NH:26])[NH2:25])[CH3:23])[OH:20]>O>[N+:1]([O-:4])([OH:3])=[O:2].[N+:14]([O-:17])([OH:16])=[O:15].[O:5]=[C:6]([CH2:8][N:9]([C:11](=[NH:12])[NH2:13])[CH3:10])[OH:7].[N+:1]([O-:4])([OH:3])=[O:2].[N+:1]([O-:4])([OH:3])=[O:2].[N+:1]([O-:4])([OH:3])=[O:2].[O:18]=[C:19]([CH2:21][N:22]([C:24](=[NH:25])[NH2:26])[CH3:23])[OH:20] |f:0.1,5.6.7,8.9.10.11|. Procedure: Applicants have cost-effectively synthesized Creatine Nitrate by combining nitric acid and Creatine, mixing with water, and leaving to crystallize. Further nitratization can take place, yielding Creatine Dinitrate or Creatine Trinitrate. An alternative implementation may comprise using Nitrous Acid (HNO2) instead of Nitric Acid (HNO3), thus yielding Creatine Nitrite. Creatine Nitrite has the same effects as Creatine Nitrate, the only difference being that it requires one less step to yield Nitri... The reactants are CN1C(=NC(=C1)[N+](=O)[O-])C(=O)OCC (Ethyl 1-methyl-4-nitroimidazole-2-carboxylate), [H][H] (hydrogen). Solvent: CCO.C(C)(=O)OCC (EtOH ethyl acetate). Reagents/catalysts: [Pd] (Pd/C). Reported procedure: Im-2 (0.4 g) in EtOH/ethyl acetate (1:1, 14 mL) and Pd/C (10%, 0.3 g) were stirred under a slight positive pressure of hydrogen (ca 1.1 atm) for 3-4 hr. The reaction mixture was filtered using celite and solvent evaporated on the rotary. The remaining solid was freeze dried to yield a slightly yellow product. Yield (0.38 g, 95%). 1H NMR (DMSO): δ 6.45 (s, 1H), 4.5 (bs, 2H, NH2), 4.2 (q, 2H, J=7 Hz), 3.76 (s, 3H), 1.24 (t, 3H, J=7.9 Hz). The product is NC=1N=C(N(C1)C)C(=O)OCC (Ethyl 4-amino-1-methylimidazole-2-carboxylate). Reaction SMILES: [CH3:1][N:2]1[CH:6]=[C:5]([N+:7]([O-])=O)[N:4]=[C:3]1[C:10]([O:12][CH2:13][CH3:14])=[O:11].[H][H]>CCO.C(OCC)(=O)C.[Pd]>[NH2:7][C:5]1[N:4]=[C:3]([C:10]([O:12][CH2:13][CH3:14])=[O:11])[N:2]([CH3:1])[CH:6]=1 |f:2.3|. Reactants: OC[C@@H]1CN(CCN1CC(=O)C1=CC(=CC=C1)[N+](=O)[O-])C(=O)OC(C)(C)C ((S)-tert-butyl 3-(hydroxymethyl)-4-(2-(3-nitrophenyl)-2-oxoethyl)piperazine-1-carboxylate), C(=O)(OC(C)(C)C)OC(=O)OC(C)(C)C (di-tert-butyl dicarbonate), C(C)[SiH](CC)CC (triethylsilane). Run in C(Cl)Cl (DCM), C(=O)(C(F)(F)F)O (TFA), C(Cl)Cl (DCM), C(=O)(O)[O-].[Na+] (NaHCO3). Run at time 2 hour. Product: [N+](=O)([O-])C=1C=C(C=CC1)C1CN2[C@H](CO1)CN(CC2)C(=O)OC(C)(C)C ((9aS)-tert-butyl 3-(3-nitrophenyl)hexahydropyrazino[2,1-c][1,4]oxazine-8(1H)-carboxylate). RXN SMILES: O[CH2:2][C@H:3]1[N:8]([CH2:9][C:10]([C:12]2[CH:17]=[CH:16][CH:15]=[C:14]([N+:18]([O-:20])=[O:19])[CH:13]=2)=[O:11])[CH2:7][CH2:6][N:5]([C:21]([O:23][C:24]([CH3:27])([CH3:26])[CH3:25])=[O:22])[CH2:4]1.C([SiH](CC)CC)C.C(OC(OC(C)(C)C)=O)(OC(C)(C)C)=O>C(Cl)Cl.C(O)(C(F)(F)F)=O.C([O-])(O)=O.[Na+]>[N+:18]([C:14]1[CH:13]=[C:12]([CH:10]2[O:11][CH2:2][C@@H:3]3[CH2:4][N:5]([C:21]([O:23][C:24]([CH3:25])([CH3:26])[CH3:27])=[O:22])[CH2:6][CH2:7][N:8]3[CH2:9]2)[CH:17]=[CH:16][CH:15]=1)([O-:20])=[O:19] |f:5.6|. Procedure details: (S)-tert-butyl 3-(hydroxymethyl)-4-(2-(3-nitrophenyl)-2-oxoethyl)piperazine-1-carboxylate (1.5 g, 3.95 mmol) was dissolved in mixture of DCM (10 mL)/TFA (5 ml) then added triethylsilane (3.16 mL, 19.8 mmol) and stirred at room temperature overnight. The reaction mixture was concentrated. The residue was dissolved in DCM (15 mL) with saturated aqueous NaHCO3 (15 ml) and di-tert-butyl dicarbonate (2.157 g, 9.88 mmol) was added then stirred for 2 hrs. The reaction was extracted with DCM (2×). The c... The reactants are carbohydrate, O=C[C@@H](O)[C@@H](O)[C@H](O)[C@H](O)C(=O)O (mannuronic acid), esters, O=C[C@@H](O)[C@@H](O)[C@H](O)[C@H](O)CO (mannose), alginate, O=C[C@H](O)[C@H](O)[C@@H](O)[C@H](O)CO (gulose), CCN=C=NCCCN(C)C.Cl (water soluble carbodiimide), tri-methyl silyl (TMS), C(C)(=O)Cl (acetyl chloride), 3388A, [BH4-].[Na+] (sodium borohydride). The solvent is N=C=N (carbodiimide), N=C=N (carbodiimide), alginate, Cl (HCl), CO (methanol), N=C=N (carbodiimide). Run at time 3 minute. Yields the product O=C[C@H](O)[C@H](O)[C@@H](O)[C@H](O)C(=O)O (guluronic acid). RXN SMILES: CCN=C=NCCCN(C)C.Cl.[BH4-].[Na+].C(Cl)(=O)C.O=C[C@@H]([C@@H]([C@H]([C@@H](CO)O)O)O)O.O=C[C@H]([C@H]([C@@H]([C@@H](CO)O)O)O)O.[O:43]=[CH:44][C@H:45]([C@H:47]([C@@H:49]([C@@H:51]([C:53]([OH:55])=[O:54])[OH:52])[OH:50])[OH:48])[OH:46]>Cl.N=C=N.CO>[O:43]=[CH:44][C@@H:45]([C@@H:47]([C@H:49]([C@@H:51]([C:53]([OH:55])=[O:54])[OH:52])[OH:50])[OH:48])[OH:46] |f:0.1,2.3|. Procedure: Determination of the carbohydrate constituents of the mucoid antigens was performed by GLC analyses. Material to be analyzed was both the purified mucoid antigen and this same material reduced twice with water soluble carbodiimide and sodium borohydride by the method of Taylor and Conrad, Biochem., 11, 1383-1388 (1972). The use of EDTA in the extraction and purification steps of the preferred method of the invention markedly reduced the viscosity of the purified alginate, eliminating the need to... Starting materials: CCO, Cc1ccccc1, CC(C)n1cc(B2OC(C)(C)C(C)(C)O2)c2ccc([N+](=O)[O-])cc21, [Cl-], Fc1cc(Br)cc(F)c1F, [Li+], [Na+], [Na+], O=C([O-])[O-], [Pd], c1ccc(P(c2ccccc2)c2ccccc2)cc1, c1ccc(P(c2ccccc2)c2ccccc2)cc1, c1ccc(P(c2ccccc2)c2ccccc2)cc1, c1ccc(P(c2ccccc2)c2ccccc2)cc1. Yields the product CC(C)n1cc(-c2cc(F)c(F)c(F)c2)c2ccc([N+](=O)[O-])cc21. As a reaction SMILES: [CH3:120][CH2:121][OH:122].[CH3:123][c:124]1[cH:125][cH:126][cH:127][cH:128][cH:129]1.[CH:1]([CH3:2])([CH3:3])[n:4]1[cH:5][c:6]([B:16]2[O:17][C:18]([CH3:19])([CH3:20])[C:21]([CH3:22])([CH3:23])[O:24]2)[c:7]2[cH:8][cH:9][c:10]([N+:13](=[O:14])[O-:15])[cH:11][c:12]12.[Cl-:26].[F:27][c:28]1[cH:29][c:30]([Br:36])[cH:31][c:32]([F:35])[c:33]1[F:34].[Li+:25].[Na+:37].[Na+:38].[O-:39][C:40](=[O:41])[O-:42].[Pd:43].[c:101]1([P:102]([c:103]2[cH:104][cH:105][cH:106][cH:107][cH:108]2)[c:109]2[cH:110][cH:111][cH:112][cH:113][cH:114]2)[cH:115][cH:116][cH:117][cH:118][cH:119]1.[c:44]1([P:45]([c:46]2[cH:47][cH:48][cH:49][cH:50][cH:51]2)[c:52]2[cH:53][cH:54][cH:55][cH:56][cH:57]2)[cH:58][cH:59][cH:60][cH:61][cH:62]1.[c:63]1([P:64]([c:65]2[cH:66][cH:67][cH:68][cH:69][cH:70]2)[c:71]2[cH:72][cH:73][cH:74][cH:75][cH:76]2)[cH:77][cH:78][cH:79][cH:80][cH:81]1.[c:82]1([P:83]([c:84]2[cH:85][cH:86][cH:87][cH:88][cH:89]2)[c:90]2[cH:91][cH:92][cH:93][cH:94][cH:95]2)[cH:96][cH:97][cH:98][cH:99][cH:100]1>>[CH:1]([CH3:2])([CH3:3])[n:4]1[cH:5][c:6](-[c:30]2[cH:29][c:28]([F:27])[c:33]([F:34])[c:32]([F:35])[cH:31]2)[c:7]2[cH:8][cH:9][c:10]([N+:13](=[O:14])[O-:15])[cH:11][c:12]12. Reactants: CCOC(C)=O, ClCCl, COC(=O)CCC(C(=O)OC)N1C(=O)c2ccccc2C1=S. The product is COC(=O)CCC(C(=O)OC)N1C(=O)c2ccccc2C1=O. Reaction SMILES: [CH3:26][CH2:27][O:28][C:29]([CH3:30])=[O:31].[Cl:23][CH2:24][Cl:25].[O:1]=[C:2]1[N:3]([CH:12]([C:13](=[O:14])[O:15][CH3:16])[CH2:17][CH2:18][C:19](=[O:20])[O:21][CH3:22])[C:4](=[S:11])[c:5]2[cH:6][cH:7][cH:8][cH:9][c:10]21>>[O:1]=[C:2]1[N:3]([CH:12]([C:13](=[O:14])[O:15][CH3:16])[CH2:17][CH2:18][C:19](=[O:20])[O:21][CH3:22])[C:4](=[O:28])[c:5]2[cH:6][cH:7][cH:8][cH:9][c:10]21.